From a dataset of the Open Reaction Database (ORD), a public repository of structured organic reaction records. describe an organic reaction: reactants, conditions, products, and yield Starting materials: O=C1CCC(=O)N1Br, COc1ccc(C2(c3ccc(O)c(-c4cccc(OC)c4)c3)N=C(NC(=O)OC(C)(C)C)c3ccccc32)cc1, ClC(Cl)Cl. Yields the product COc1ccc(C2(c3ccc(O)c(Br)c3)N=C(NC(=O)OC(C)(C)C)c3ccccc32)cc1. Reaction SMILES: [Br:41][N:42]1[C:43](=[O:44])[CH2:45][CH2:46][C:47]1=[O:48].[C:1]([CH3:2])([CH3:3])([CH3:4])[O:5][C:6]([NH:7][C:8]1=[N:9][C:10]([c:17]2[cH:18][cH:19][c:20]([O:23][CH3:24])[cH:21][cH:22]2)([c:25]2[cH:26][c:27](-[c:32]3[cH:33][cH:34][cH:35][c:36]([O:37][CH3:38])[cH:39]3)[c:28]([OH:31])[cH:29][cH:30]2)[c:11]2[cH:12][cH:13][cH:14][cH:15][c:16]21)=[O:40].[CH:49]([Cl:50])([Cl:51])[Cl:52]>>[C:1]([CH3:2])([CH3:3])([CH3:4])[O:5][C:6]([NH:7][C:8]1=[N:9][C:10]([c:17]2[cH:18][cH:19][c:20]([O:23][CH3:24])[cH:21][cH:22]2)([c:25]2[cH:26][c:27]([Br:41])[c:28]([OH:31])[cH:29][cH:30]2)[c:11]2[cH:12][cH:13][cH:14][cH:15][c:16]21)=[O:40]. Starting materials: C12(CCCCC2C1)COC1=CC(=C(C(=O)OC(C)(C)C)C=C1Cl)F (tert-butyl 4-(bicyclo[4.1.0]heptan-1-ylmethoxy)-5-chloro-2-fluorobenzoate), C12CC(CCC2C1)COC1=CC(=C(C(=O)OC(C)(C)C)C=C1Cl)F (tert-butyl 4-(bicyclo[4.1.0]heptan-3-ylmethoxy)-5-chloro-2-fluorobenzoate). Product: C12CC(CCC2C1)COC1=CC(=C(C(=O)OC(C)(C)C)C=C1C1CC1)F (tert-butyl 4-(bicyclo[4.1.0]heptan-3-ylmethoxy)-5-cyclopropyl-2-fluorobenzoate). As a reaction SMILES: [C:1]12(COC3C(Cl)=CC(C(OC(C)(C)C)=O)=C(F)C=3)[CH2:7][CH:6]1CCCC2.[CH:25]12[CH2:31][CH:30]1[CH2:29][CH2:28][CH:27]([CH2:32][O:33][C:34]1[C:46](Cl)=[CH:45][C:37]([C:38]([O:40][C:41]([CH3:44])([CH3:43])[CH3:42])=[O:39])=[C:36]([F:48])[CH:35]=1)[CH2:26]2>>[CH:25]12[CH2:31][CH:30]1[CH2:29][CH2:28][CH:27]([CH2:32][O:33][C:34]1[C:46]([CH:1]3[CH2:7][CH2:6]3)=[CH:45][C:37]([C:38]([O:40][C:41]([CH3:44])([CH3:43])[CH3:42])=[O:39])=[C:36]([F:48])[CH:35]=1)[CH2:26]2. Reported procedure: Following the procedure as described in Example 342 Step 4 and making variations as required to replace tert-butyl 4-(bicyclo[4.1.0]heptan-1-ylmethoxy)-5-chloro-2-fluorobenzoate with tert-butyl 4-(bicyclo[4.1.0]heptan-3-ylmethoxy)-5-chloro-2-fluorobenzoate, the title compound was obtained as a brown oil (1.29 g, 99%, crude yield): MS (ES+) m/z 361.1 (M+1). The reactants are CC(=O)OC(C)=O, COc1ccc(CN)cc1, ClCCl, Cl, O=C(O)c1cc(F)c(F)cc1O, c1ccncc1. The product is COc1ccc(CNC(=O)c2cc(F)c(F)cc2O)cc1. As a reaction SMILES: [CH3:13][C:14]([O:15][C:16](=[O:17])[CH3:18])=[O:19].[CH3:21][O:22][c:23]1[cH:24][cH:25][c:26]([CH2:27][NH2:28])[cH:29][cH:30]1.[Cl:37][CH2:38][Cl:39].[ClH:20].[F:1][c:2]1[cH:3][c:4]([OH:12])[c:5]([C:6](=[O:7])[OH:8])[cH:9][c:10]1[F:11].[cH:31]1[cH:32][cH:33][n:34][cH:35][cH:36]1>>[F:1][c:2]1[cH:3][c:4]([OH:12])[c:5]([C:6](=[O:8])[NH:28][CH2:27][c:26]2[cH:25][cH:24][c:23]([O:22][CH3:21])[cH:30][cH:29]2)[cH:9][c:10]1[F:11].